This data is from the Open Reaction Database (ORD), a public repository of structured organic reaction records. The task is: describe an organic reaction: reactants, conditions, products, and yield Starting materials: ClC1=NC=CC2=C1C=C(S2)S(=O)(=O)NC2=CC=C(C=C2)C (4-Chloro-N-(4-methylphenyl)thieno[3,2-c]pyridine-2-sulfonamide), [H-].[Na+] (NaH), N1CC(CC1)O (pyrrolidin-3-ol). Solvent: CN(C)C=O (DMF). Reaction conditions: temperature 200 celsius. The product is Cl.CC1=CC=C(C=C1)NS(=O)(=O)C1=CC=2C(=NC=CC2S1)OC1CNCC1 (N-(4-Methylphenyl)-4-(pyrrolidin-3-yloxy)thieno[3,2-c]pyridine-2-sulfonamide hydrochloride). Reaction SMILES: [Cl:1][C:2]1[C:7]2[CH:8]=[C:9]([S:11]([NH:14][C:15]3[CH:20]=[CH:19][C:18]([CH3:21])=[CH:17][CH:16]=3)(=[O:13])=[O:12])[S:10][C:6]=2[CH:5]=[CH:4][N:3]=1.[H-].[Na+].[NH:24]1[CH2:28][CH2:27][CH:26]([OH:29])[CH2:25]1>CN(C=O)C>[ClH:1].[CH3:21][C:18]1[CH:19]=[CH:20][C:15]([NH:14][S:11]([C:9]2[S:10][C:6]3[CH:5]=[CH:4][N:3]=[C:2]([O:29][CH:26]4[CH2:27][CH2:28][NH:24][CH2:25]4)[C:7]=3[CH:8]=2)(=[O:13])=[O:12])=[CH:16][CH:17]=1 |f:1.2,5.6|. Procedure: 4-Chloro-N-(4-methylphenyl)thieno[3,2-c]pyridine-2-sulfonamide (60.0 mg, 0.17 mmol) in dry DMF (1 mL) and NaH (5.1 mg, 0.21 mmol) was added to pyrrolidin-3-ol (18.5 mg, 0.21 mmol) under nitrogen. The mixture was heated in the microwave at 200° C. in 5 min. The product was purified by preparative HPLC. Yield: 29.9 mg (43.4%). 1H NMR (270 MHz, CH3OH-d4) δ ppm 8.09 (s, 1H) 7.71 (d, J=6.93 Hz, 1H) 7.46 (d, J=6.93 Hz, 1H) 7.47-7.44 (m, 4H) 4.67 (d, J=3.22 Hz, 1H) 3.97 (s, 2H) 2.26 (s, 3H). LC-MS 390 ... The reactants are C1(CCCCC1)CC1N(CCCC1)CCC1=C(NC2=CC=C(C=C12)OC)C (3-[2-(2-cyclohexylmethylpiperidino)ethyl]-5-methoxy-2-methylindole), [H-].[Na+] (sodium hydride), [Na] (sodium), CC1=C(C(=O)Cl)C=CC=C1 (2-methylbenzoyl chloride). Solvent: CN(C)C=O (DMF). Product: CC1=C(C(=O)N2C(=C(C3=CC(=CC=C23)OC)CCN2C(CCCC2)CC2CCCCC2)C)C=CC=C1 (1-(2-Methylbenzoyl)-3-[2-(2-cyclohexylmethylpiperidino)ethyl]-5-methoxy-2-methylindole). As a reaction SMILES: [CH:1]1([CH2:7][CH:8]2[CH2:13][CH2:12][CH2:11][CH2:10][N:9]2[CH2:14][CH2:15][C:16]2[C:24]3[C:19](=[CH:20][CH:21]=[C:22]([O:25][CH3:26])[CH:23]=3)[NH:18][C:17]=2[CH3:27])[CH2:6][CH2:5][CH2:4][CH2:3][CH2:2]1.[H-].[Na+].[Na].[CH3:31][C:32]1[CH:40]=[CH:39][CH:38]=[CH:37][C:33]=1[C:34](Cl)=[O:35]>CN(C=O)C>[CH3:31][C:32]1[CH:40]=[CH:39][CH:38]=[CH:37][C:33]=1[C:34]([N:18]1[C:19]2[C:24](=[CH:23][C:22]([O:25][CH3:26])=[CH:21][CH:20]=2)[C:16]([CH2:15][CH2:14][N:9]2[CH2:10][CH2:11][CH2:12][CH2:13][CH:8]2[CH2:7][CH:1]2[CH2:6][CH2:5][CH2:4][CH2:3][CH2:2]2)=[C:17]1[CH3:27])=[O:35] |f:1.2,^1:29|. Procedure details: 1-(2-Methylbenzoyl)-3-[2-(2-cyclohexylmethylpiperidino)ethyl]-5-methoxy-2-methylindole is prepared by reaction of 3-[2-(2-cyclohexylmethylpiperidino)ethyl]-5-methoxy-2-methylindole with sodium hydride in DMF and reaction of the resulting sodium salt with 2-methylbenzoyl chloride following the procedure described above in Example 1. Starting materials: BrCCC(C)Br (1,3 dibromobutane), C1(C=2C(C(N1)=O)=CC=CC2)=O.[K] (potassium phthalimide). Solvent: CN(C=O)C (N,N dimethylformamide). Conditions: temperature 20 celsius, time 8 hour. Yields the product BrC(CCN1C(C=2C(C1=O)=CC=CC2)=O)C (N-(3-bromobutyl)phthalimide). RXN SMILES: Br[CH2:2][CH2:3][CH:4]([Br:6])[CH3:5].[C:7]1(=[O:17])[NH:11][C:10](=[O:12])[C:9]2=[CH:13][CH:14]=[CH:15][CH:16]=[C:8]12.[K]>CN(C)C=O>[Br:6][CH:4]([CH3:5])[CH2:3][CH2:2][N:11]1[C:10](=[O:12])[C:9]2=[CH:13][CH:14]=[CH:15][CH:16]=[C:8]2[C:7]1=[O:17] |f:1.2,^1:17|. Procedure: 1,3 dibromobutane (10.8 g, 0.05 mol) and potassium phthalimide (9.25 g, 0.05 mol) were added to dry N,N dimethylformamide (100 ml) and the resulting mixture stirred at ambient temperature (20° C.) overnight. The resulting mixture was filtered to remove any solid and the solvent removed from the filtrate to give a colourless oil. The product, N-(3-bromobutyl)phthalimide, was isolated from the oil by flash chromatography on a silica gel column using silica gel, 230 to 400 US mesh (0.062 mm to 0.03...